Dataset: the Open Reaction Database (ORD), a public repository of structured organic reaction records. Task: describe an organic reaction: reactants, conditions, products, and yield The reactants are CCC(CC)NC(=O)c1ccc(-c2scc(Br)c2CC(=O)OC)cc1, CCOC(C)=O, CCCCCC, OB(O)c1ccccc1Cl, ClCCl, [K+], [K+], O=C([O-])[O-], C1COCCO1, O. Yields the product CCC(CC)NC(=O)c1ccc(-c2scc(-c3ccccc3Cl)c2CC(=O)OC)cc1. As a reaction SMILES: [Br:1][c:2]1[c:3]([CH2:21][C:22](=[O:23])[O:24][CH3:25])[c:4](-[c:7]2[cH:8][cH:9][c:10]([C:13](=[O:14])[NH:15][CH:16]([CH2:17][CH3:18])[CH2:19][CH3:20])[cH:11][cH:12]2)[s:5][cH:6]1.[CH3:52][CH2:53][O:54][C:55]([CH3:56])=[O:57].[CH3:58][CH2:59][CH2:60][CH2:61][CH2:62][CH3:63].[Cl:26][c:27]1[c:28]([B:33]([OH:34])[OH:35])[cH:29][cH:30][cH:31][cH:32]1.[Cl:42][CH2:43][Cl:44].[K+:36].[K+:37].[O-:38][C:39]([O-:40])=[O:41].[O:45]1[CH2:46][CH2:47][O:48][CH2:49][CH2:50]1.[OH2:51]>>[c:2]1(-[c:28]2[c:27]([Cl:26])[cH:32][cH:31][cH:30][cH:29]2)[c:3]([CH2:21][C:22](=[O:23])[O:24][CH3:25])[c:4](-[c:7]2[cH:8][cH:9][c:10]([C:13](=[O:14])[NH:15][CH:16]([CH2:17][CH3:18])[CH2:19][CH3:20])[cH:11][cH:12]2)[s:5][cH:6]1. Reactants: FC1=C(C=CC=C1)[N+](=O)[O-] (fluoronitrobenzene), N1(CCOCC1)CCN (2-Morpholin-4-yl-ethylamine), C(C)(C)N(CC)C(C)C (diisopropyl ethyl amine). Solvent: O1CCOCC1 (dioxane). Reaction conditions: time 48 hour. Product: N1(CCOCC1)CCNC1=CC=C(C=C1)[N+](=O)[O-] ((2-Morpholin-4-yl-ethyl)-(4-nitro-phenyl)-amine). Isolated yield 71.2%. Reaction SMILES: F[C:2]1[CH:7]=[CH:6][CH:5]=[CH:4][C:3]=1[N+:8]([O-:10])=[O:9].[N:11]1([CH2:17][CH2:18][NH2:19])[CH2:16][CH2:15][O:14][CH2:13][CH2:12]1.C(N(C(C)C)CC)(C)C>O1CCOCC1>[N:11]1([CH2:17][CH2:18][NH:19][C:6]2[CH:5]=[CH:4][C:3]([N+:8]([O-:10])=[O:9])=[CH:2][CH:7]=2)[CH2:16][CH2:15][O:14][CH2:13][CH2:12]1. Procedure: A 50 mL round bottom flask was dried in an oven overnight and cooled to room temperature under Ar(g). The flask was charged with fluoronitrobenzene (0.187 mL, 1.77 mmol), 2-Morpholin-4-yl-ethylamine (0.299 g, 2.30 mmol) and dioxane (9.0 mL). To the solution, diisopropyl ethyl amine (0.463 mL, 2.66 mmol) was added dropwise and allowed to stir at 105° C. for 48 h. The mixture was extracted with EtOAc (3×30 mL), and with brine (2×30 mL). The combined organic layers were then dried over anhydrous Na... RXN SMILES: [F-:1].[Cs+].[F:3][C:4]([C:12]#[N:13])([C:8]([F:11])([F:10])[F:9])[C:5]([F:7])=[O:6].[F:14][C:15]([C:31]([F:34])([F:33])[F:32])([O:19][C:20]([F:30])([F:29])[C:21]([F:28])(C#N)[C:22]([F:25])([F:24])[F:23])[C:16]([F:18])=[O:17].[F:35][C:36]([F:44])([F:43])[C:37]1([F:42])[O:41][C:38]1([F:40])[F:39]>COCCOCCOCCOCCOC>[F:14][C:15]([C:31]([F:34])([F:33])[F:32])([O:19][C:20]([F:29])([F:30])[C:21]([F:28])([C:22]([F:23])([F:25])[F:24])[O:41][C:38]([F:40])([F:39])[C:37]([F:42])([C:36]([F:44])([F:43])[F:35])[O:6][C:5]([F:1])([F:7])[C:4]([F:3])([C:12]#[N:13])[C:8]([F:9])([F:10])[F:11])[C:16]([F:18])=[O:17] |f:0.1|. Product: products, FC(C(=O)F)(OC(C(OC(C(OC(C(C(F)(F)F)(C#N)F)(F)F)(C(F)(F)F)F)(F)F)(C(F)(F)F)F)(F)F)C(F)(F)F (perfluoro-11-cyano-2,5,8-trimethyl-3,6,9-trioxadodecanoyl fluoride). Reactants: [F-].[Cs+] (cesium fluoride), FC(C(=O)F)(C(F)(F)F)C#N (perfluoro(α-cyanopropionyl) fluoride), FC(C(=O)F)(OC(C(C(F)(F)F)(C#N)F)(F)F)C(F)(F)F (perfluoro(5-cyano-2-methyl-3-oxahexanoyl) fluoride), FC(C1(C(F)(F)O1)F)(F)F (hexafluoropropylene oxide). Yield: 77.9%. Solvent: COCCOCCOCCOCCOC (tetraglyme). Procedure details: By essentially the procedure of Examples 1 and 2, 7 g of cesium fluoride, 30 ml of tetraglyme, 11.5 g of perfluoro(α-cyanopropionyl) fluoride, 68.5 g of perfluoro(5-cyano-2-methyl-3-oxahexanoyl) fluoride, and 256 g of hexafluoropropylene oxide were reacted to give, in addition to the products of Examples 1 and 2, 24.1 g of perfluoro-11-cyano-2,5,8-trimethyl-3,6,9-trioxadodecanoyl fluoride, B.P. 106° C/100 mm. Reactants: FC1=C(C=CC=C1)C(=O)C1=CC=C(C=C1)O ((2-Fluorophenyl)(4-hydroxyphenyl)methanone), [I-].[K+] (potassium iodide), II (iodine). Product: FC1=C(C=CC=C1)C(=O)C1=CC(=C(C=C1)O)I ((2-fluorophenyl)(4-hydroxy-3-iodophenyl)methanone). As a reaction SMILES: [F:1][C:2]1[CH:7]=[CH:6][CH:5]=[CH:4][C:3]=1[C:8]([C:10]1[CH:15]=[CH:14][C:13]([OH:16])=[CH:12][CH:11]=1)=[O:9].[I-:17].[K+].II>>[F:1][C:2]1[CH:7]=[CH:6][CH:5]=[CH:4][C:3]=1[C:8]([C:10]1[CH:11]=[CH:12][C:13]([OH:16])=[C:14]([I:17])[CH:15]=1)=[O:9] |f:1.2|. Procedure: (2-Fluorophenyl)(4-hydroxyphenyl)methanone, potassium iodide and iodine were processed as described in Example 68A to provide the title compound. MS (DCI) m/z 343 (M+H)+, 360 (M+NH4)+.